From a dataset of the Open Reaction Database (ORD), a public repository of structured organic reaction records. describe an organic reaction: reactants, conditions, products, and yield Starting materials: C1(=CC=CC=C1)C (Toluene), CC(C)([O-])C.[K+] (potassium tert-butoxide), BrCCCN1C(=NC2=C1C(=CC=C2)N(CC)CC)C(=O)C2=C(C=C(C=C2)Cl)Cl ([1-(3-bromopropyl)-7-(diethylamino)-1H-benzimidazol-2-yl](2,4-dichlorophenyl)methanone), C1(=CC=CC=C1)P(C1=CC=CC=C1)C1=CC=CC=C1 (triphenylphosphine). Run in O1CCCC1 (tetrahydrofuran), C(C)#N (acetonitrile), C(C)(=O)OCC (ethyl acetate). Run at time 1 hour. The product is ClC1=C(C=CC(=C1)Cl)C1=CCCN2C1=NC1=C2C(=CC=C1)N(CC)CC (4-(2,4-Dichlorophenyl)-N,N-diethyl-1,2-dihydropyrido[1,2-a]benzimidazol-9-amine). Isolated yield 22.8%. RXN SMILES: Br[CH2:2][CH2:3][CH2:4][N:5]1[C:9]2[C:10]([N:14]([CH2:17][CH3:18])[CH2:15][CH3:16])=[CH:11][CH:12]=[CH:13][C:8]=2[N:7]=[C:6]1[C:19]([C:21]1[CH:26]=[CH:25][C:24]([Cl:27])=[CH:23][C:22]=1[Cl:28])=O.C1(P(C2C=CC=CC=2)C2C=CC=CC=2)C=CC=CC=1.C1(C)C=CC=CC=1.CC(C)([O-])C.[K+]>C(#N)C.C(OCC)(=O)C.O1CCCC1>[Cl:28][C:22]1[CH:23]=[C:24]([Cl:27])[CH:25]=[CH:26][C:21]=1[C:19]1[C:6]2=[N:7][C:8]3[CH:13]=[CH:12][CH:11]=[C:10]([N:14]([CH2:17][CH3:18])[CH2:15][CH3:16])[C:9]=3[N:5]2[CH2:4][CH2:3][CH:2]=1 |f:3.4|. Reported procedure: A solution of [1-(3-bromopropyl)-7-(diethylamino)-1H-benzimidazol-2-yl](2,4-dichlorophenyl)methanone (Reference example 211, 360 mg, 0.745 mmol) and triphenylphosphine (586 mg, 2.23 mmol) in acetonitrile (5 mL) was stirred for 60 h at 80° C. The reaction mixture was concentrated in vacuo. Toluene (5 mL), tetrahydrofuran (1 mL), and potassium tert-butoxide (85%, 83.6 mg, 0.745 mmol) was added at room temperature. After 1 h, the reaction mixture was diluted with ethyl acetate, washed with brine, d... The reactants are COc1ccc(CCC(C)N(Cc2ccccc2)CC(O)c2ccc(OCc3ccccc3)c([N+](=O)[O-])c2)cc1OC, CO, CCCCCC, Cl, [Fe], c1ccccc1. Yields the product COc1ccc(CCC(C)N(Cc2ccccc2)CC(O)c2ccc(OCc3ccccc3)c(N)c2)cc1OC. RXN SMILES: [CH2:3]([c:4]1[cH:5][cH:6][cH:7][cH:8][cH:9]1)[O:10][c:11]1[c:12]([N+:42]([O-:43])=[O:44])[cH:13][c:14]([CH:15]([CH2:16][N:17]([CH:18]([CH2:19][CH2:20][c:21]2[cH:22][c:23]([O:29][CH3:30])[c:24]([O:27][CH3:28])[cH:25][cH:26]2)[CH3:31])[CH2:32][c:33]2[cH:34][cH:35][cH:36][cH:37][cH:38]2)[OH:39])[cH:40][cH:41]1.[CH3:1][OH:2].[CH3:46][CH2:47][CH2:48][CH2:49][CH2:50][CH3:51].[ClH:45].[Fe:58].[cH:52]1[cH:53][cH:54][cH:55][cH:56][cH:57]1>>[CH2:3]([c:4]1[cH:5][cH:6][cH:7][cH:8][cH:9]1)[O:10][c:11]1[c:12]([NH2:42])[cH:13][c:14]([CH:15]([CH2:16][N:17]([CH:18]([CH2:19][CH2:20][c:21]2[cH:22][c:23]([O:29][CH3:30])[c:24]([O:27][CH3:28])[cH:25][cH:26]2)[CH3:31])[CH2:32][c:33]2[cH:34][cH:35][cH:36][cH:37][cH:38]2)[OH:39])[cH:40][cH:41]1. Reactants: C(C)(CC)N (sec-butylamine), product, starting material, COC1=CC=C(C(=O)C23CCCCC3C(O2)=O)C=C1 (6-(4-methoxy-benzoyl)-7-oxa-bicyclo[4.2.0]-octan-8-one), COC1=CC=C(C(=O)C23CCCCC3C(O2)=O)C=C1 (6-(4-methoxy-benzoyl)-7-oxa-bicyclo[4.2.0]-octan-8-one), COC(C)(C)C (tert-butyl methyl ether), C(C)(CC)N (sec-butylamine), product. Reaction conditions: time 24 hour. Yields the product CC(CNC(=O)C1C(CCCC1)(C(C1=CC=C(C=C1)OC)=O)O)C (2-hydroxy-2-(4-methoxy-benzoyl)-cyclohexanecarboxylic acid 2-methyl-propyl-amide). Reaction SMILES: [CH3:1][O:2][C:3]1[CH:19]=[CH:18][C:6]([C:7]([C:9]23[O:16][C:15](=[O:17])[CH:14]2[CH2:13][CH2:12][CH2:11][CH2:10]3)=[O:8])=[CH:5][CH:4]=1.[CH:20]([NH2:24])([CH2:22][CH3:23])C.[CH3:25]OC(C)(C)C>>[CH3:23][CH:22]([CH3:25])[CH2:20][NH:24][C:15]([CH:14]1[CH2:13][CH2:12][CH2:11][CH2:10][C:9]1([OH:16])[C:7](=[O:8])[C:6]1[CH:18]=[CH:19][C:3]([O:2][CH3:1])=[CH:4][CH:5]=1)=[O:17]. Procedure details: 20.8 g (0.08 mol) of 6-(4-methoxy-benzoyl)-7-oxa-bicyclo[4.2.0]octan-8-one (compound of example 10) are dissolved in 270 ml of tert-butyl methyl ether. 10.46 g (0.143 mol) of sec-butylamine are slowly added to this solution over one hour. The reaction mixture is stirred for 24 hours at room temperature. After this time, 1H-NMR analysis shows that the reaction mixture consists of 60% starting material and 40% of the product. Another 10.46 g (0.143 mol) of sec-butylamine are added and the reaction... Starting materials: C(#N)C(=C1C2=CC=CC=C2C=2C(=CC=CC12)C(=O)O)C#N (9-dicyanomethylenefluorene-4-carboxylic acid), CN(C=O)C (N,N-dimethylformamide), C(=C)C1=CC=C(CCl)C=C1 (4-vinylbenzyl chloride), C([O-])(O)=O.[Na+] (sodium bicarbonate). Run in O (water). Reaction conditions: temperature 40 celsius, time 48 hour. Yields the product C(#N)C(=C1C2=CC=CC=C2C=2C(=CC=CC12)C(=O)OC(C1=CC=CC=C1)C=C)C#N (vinylbenzyl 9-dicyanomethylenefluorene-4-carboxylate). As a reaction SMILES: [C:1]([C:3]([C:20]#[N:21])=[C:4]1[C:16]2[CH:15]=[CH:14][CH:13]=[C:12]([C:17]([OH:19])=[O:18])[C:11]=2[C:10]2[C:5]1=[CH:6][CH:7]=[CH:8][CH:9]=2)#[N:2].CN(C)C=O.[CH:27]([C:29]1[CH:36]=[CH:35][C:32](CCl)=[CH:31][CH:30]=1)=[CH2:28].[C:37](=O)(O)[O-].[Na+]>O>[C:20]([C:3]([C:1]#[N:2])=[C:4]1[C:16]2[CH:15]=[CH:14][CH:13]=[C:12]([C:17]([O:19][CH:27]([CH:28]=[CH2:37])[C:29]3[CH:30]=[CH:31][CH:32]=[CH:35][CH:36]=3)=[O:18])[C:11]=2[C:10]2[C:5]1=[CH:6][CH:7]=[CH:8][CH:9]=2)#[N:21] |f:3.4|. Reported procedure: To a 1 liter round bottomed flask were added 60.0 grams of 9-dicyanomethylenefluorene-4-carboxylic acid, 700 milliliters of N,N-dimethylformamide, 67.1 grams of 4-vinylbenzyl chloride, and 37.0 grams of sodium bicarbonate, and the resulting mixture was stirred at 40° C. for 48 hours. The mixture was poured into 1,500 milliliters of distilled water with vigorous stirring, and the resulting aqueous mixture was extracted with 1,000 milliliters of dichloromethane. The organic layer was separated and... Starting materials: CCS(=O)(=O)c1ccc(-c2ccc(CC(C#N)NC(=O)C3(NC(=O)OC(C)(C)C)CCOCC3)cc2)cc1, O=CO. Product: CCS(=O)(=O)c1ccc(-c2ccc(CC(C#N)NC(=O)C3(N)CCOCC3)cc2)cc1. Reaction SMILES: [C:1](#[N:2])[CH:3]([CH2:4][c:5]1[cH:6][cH:7][c:8](-[c:11]2[cH:12][cH:13][c:14]([S:17](=[O:18])(=[O:19])[CH2:20][CH3:21])[cH:15][cH:16]2)[cH:9][cH:10]1)[NH:22][C:23](=[O:24])[C:25]1([NH:31][C:32](=[O:33])[O:34][C:35]([CH3:36])([CH3:37])[CH3:38])[CH2:26][CH2:27][O:28][CH2:29][CH2:30]1.[CH:39]([OH:40])=[O:41]>>[C:1](#[N:2])[CH:3]([CH2:4][c:5]1[cH:6][cH:7][c:8](-[c:11]2[cH:12][cH:13][c:14]([S:17](=[O:18])(=[O:19])[CH2:20][CH3:21])[cH:15][cH:16]2)[cH:9][cH:10]1)[NH:22][C:23](=[O:24])[C:25]1([NH2:31])[CH2:26][CH2:27][O:28][CH2:29][CH2:30]1. Reactants: C(C)(C)(C)OC(=O)N1CCC(CC1)OC1=C(C=C(C(=C1)C)Cl)[N+](=O)[O-] (4-(4-Chloro-5-methyl-2-nitro-phenoxy)-piperidine-1-carboxylic acid tert-butyl ester), CN1N=CC(=C1)B1OC(C(O1)(C)C)(C)C (1-Methyl-4-(4,4,5,5-tetramethyl-[1,3,2]dioxaborolan-2-yl)-1H-pyrazole), O.[O-]P(=O)([O-])[O-].[K+].[K+].[K+] (potassium phosphate tribasic monohydrate). Reagents/catalysts: C=1C=CC(=CC1)/C=C/C(=O)/C=C/C2=CC=CC=C2.C=1C=CC(=CC1)/C=C/C(=O)/C=C/C2=CC=CC=C2.C=1C=CC(=CC1)/C=C/C(=O)/C=C/C2=CC=CC=C2.[Pd].[Pd] (Pd2(dba)3). Solvent: O1CCOCC1.O (1,4-dioxane H2O). Conditions: temperature 150 celsius. The product is C(C)(C)(C)OC(=O)N1CCC(CC1)OC1=C(C=C(C(=C1)C)C=1C=NN(C1)C)[N+](=O)[O-] (4-[5-Methyl-4-(1-methyl-1H-pyrazol-4-yl)-2-nitro-phenoxy]-piperidine-1-carboxylic acid tert-butyl ester). Reaction SMILES: [C:1]([O:5][C:6]([N:8]1[CH2:13][CH2:12][CH:11]([O:14][C:15]2[CH:20]=[C:19]([CH3:21])[C:18](Cl)=[CH:17][C:16]=2[N+:23]([O-:25])=[O:24])[CH2:10][CH2:9]1)=[O:7])([CH3:4])([CH3:3])[CH3:2].[CH3:26][N:27]1[CH:31]=[C:30](B2OC(C)(C)C(C)(C)O2)[CH:29]=[N:28]1.O.[O-]P([O-])([O-])=O.[K+].[K+].[K+]>O1CCOCC1.O.C1C=CC(/C=C/C(/C=C/C2C=CC=CC=2)=O)=CC=1.C1C=CC(/C=C/C(/C=C/C2C=CC=CC=2)=O)=CC=1.C1C=CC(/C=C/C(/C=C/C2C=CC=CC=2)=O)=CC=1.[Pd].[Pd]>[C:1]([O:5][C:6]([N:8]1[CH2:13][CH2:12][CH:11]([O:14][C:15]2[CH:20]=[C:19]([CH3:21])[C:18]([C:30]3[CH:29]=[N:28][N:27]([CH3:26])[CH:31]=3)=[CH:17][C:16]=2[N+:23]([O-:25])=[O:24])[CH2:10][CH2:9]1)=[O:7])([CH3:4])([CH3:3])[CH3:2] |f:2.3.4.5.6,7.8,9.10.11.12.13|. Reported procedure: A mixture of 4-(4-Chloro-5-methyl-2-nitro-phenoxy)-piperidine-1-carboxylic acid tert-butyl ester from the previous step (375.8 mg, 1.01 mmol), 1-Methyl-4-(4,4,5,5-tetramethyl-[1,3,2]dioxaborolan-2-yl)-1H-pyrazole (Boron Molecular, 224.4 mg 1.08 mmol), potassium phosphate tribasic monohydrate (392 mg), Pd2(dba)3 (45 mg), and dicyclophosphinobiphenyl (43 mg) in 4 mL of 1,4-dioxane/H2O (3/1) is heated in a sealed tube at 150° C. for 20 min under microwave radiation. The reaction mixture is filtered... Reactants: COCCCN(C)CCNc1nc2cc3c(cc2[n+]([O-])n1)CCC3, ClCCl, O=C(O)C(F)(F)F, N, OO. Yields the product COCCCN(C)CCNc1n[n+]([O-])c2cc3c(cc2[n+]1[O-])CCC3. RXN SMILES: [CH3:3][O:4][CH2:5][CH2:6][CH2:7][N:8]([CH2:9][CH2:10][NH:11][c:12]1[n:13][n+:14]([O-:25])[c:15]2[c:16]([n:17]1)[cH:18][c:19]1[c:23]([cH:24]2)[CH2:22][CH2:21][CH2:20]1)[CH3:26].[Cl:34][CH2:35][Cl:36].[F:27][C:28]([F:29])([F:31])[C:32](=[O:30])[OH:33].[NH3:37].[OH:1][OH:2]>>[CH3:3][O:4][CH2:5][CH2:6][CH2:7][N:8]([CH2:9][CH2:10][NH:11][c:12]1[n:13][n+:14]([O-:25])[c:15]2[c:16]([n+:17]1[O-:30])[cH:18][c:19]1[c:23]([cH:24]2)[CH2:22][CH2:21][CH2:20]1)[CH3:26].